Dataset: the Open Reaction Database (ORD), a public repository of structured organic reaction records. Task: describe an organic reaction: reactants, conditions, products, and yield Product: CNCC(=O)N(c1ccccc1)c1cccc2[nH]ccc12. RXN SMILES: [CH2:50]1[O:51][CH2:52][CH2:53][CH2:54]1.[CH3:1][NH:2][CH2:3][C:4](=[O:5])[N:6]([c:7]1[c:8]2[cH:9][cH:10][n:11]([Si:16]([CH:17]([CH3:18])[CH3:19])([CH:20]([CH3:21])[CH3:22])[CH:23]([CH3:24])[CH3:25])[c:12]2[cH:13][cH:14][cH:15]1)[c:26]1[cH:27][cH:28][cH:29][cH:30][cH:31]1.[CH3:33][CH2:34][CH2:35][CH2:36][N+:37]([CH2:38][CH2:39][CH2:40][CH3:41])([CH2:42][CH2:43][CH2:44][CH3:45])[CH2:46][CH2:47][CH2:48][CH3:49].[F-:32]>>[CH3:1][NH:2][CH2:3][C:4](=[O:5])[N:6]([c:7]1[c:8]2[cH:9][cH:10][nH:11][c:12]2[cH:13][cH:14][cH:15]1)[c:26]1[cH:27][cH:28][cH:29][cH:30][cH:31]1. Starting materials: C1CCOC1, CNCC(=O)N(c1ccccc1)c1cccc2c1ccn2[Si](C(C)C)(C(C)C)C(C)C, CCCC[N+](CCCC)(CCCC)CCCC, [F-]. Reactants: NCC=1C(=C(C(=CC1)Cl)OC=1C=C(C#N)C=CC1)F (3-{[3-(aminomethyl)-6-chloro-2-fluorophenyl]oxy}benzonitrile), ClC=1N=CN(C1C(=O)O)COCC[Si](C)(C)C (4-chloro-1-({[2-(trimethylsilyl)ethyl]oxy}methyl)-1H-imidazole-5-carboxylic acid). The product is ClC=1N=CNC1C(=O)NCC1=C(C(=C(C=C1)Cl)OC1=CC(=CC=C1)C#N)F (4-chloro-N-({4-chloro-3-[(3-cyanophenyl)oxy]-2-fluorophenyl}methyl)-1H-imidazole-5-carboxamide). Isolated yield 69.1%. Reaction SMILES: [NH2:1][CH2:2][C:3]1[C:4]([F:19])=[C:5]([O:10][C:11]2[CH:12]=[C:13]([CH:16]=[CH:17][CH:18]=2)[C:14]#[N:15])[C:6]([Cl:9])=[CH:7][CH:8]=1.[Cl:20][C:21]1[N:22]=[CH:23][N:24](COCC[Si](C)(C)C)[C:25]=1[C:26](O)=[O:27]>>[Cl:20][C:21]1[N:22]=[CH:23][NH:24][C:25]=1[C:26]([NH:1][CH2:2][C:3]1[CH:8]=[CH:7][C:6]([Cl:9])=[C:5]([O:10][C:11]2[CH:18]=[CH:17][CH:16]=[C:13]([C:14]#[N:15])[CH:12]=2)[C:4]=1[F:19])=[O:27]. Reported procedure: The previously described 3-{[3-(aminomethyl)-6-chloro-2-fluorophenyl]oxy}benzonitrile (0.28 mmol) and 4-chloro-1-({[2-(trimethylsilyl)ethyl]oxy}methyl)-1H-imidazole-5-carboxylic acid (0.055 g, 0.20 mmol) were employed in a similar process described herein to prepare the title compound (0.056 g, 69%) as a white solid after deprotection and purification by Reverse-Phase HPLC (water:acetonitrile with 0.1% TFA). 1H NMR (400 MHz, METHANOL-d4) δ ppm 7.73 (s, 1H) 7.42-7.55 (m, 2H) 7.29-7.42 (m, 2H) 7.1... The reactants are CC(=O)Nc1ccc(S(=O)(=O)Cl)cc1, ClC(Cl)Cl, CCN1CCCC1CN, [Na+], [Na+], O=C([O-])[O-]. Product: CCN1CCCC1CNS(=O)(=O)c1ccc(NC(C)=O)cc1. Reaction SMILES: [C:1]([CH3:2])(=[O:3])[NH:4][c:5]1[cH:6][cH:7][c:8]([S:11](=[O:12])(=[O:13])[Cl:14])[cH:9][cH:10]1.[CH:30]([Cl:31])([Cl:32])[Cl:33].[NH2:21][CH2:22][CH:23]1[N:24]([CH2:28][CH3:29])[CH2:25][CH2:26][CH2:27]1.[Na+:15].[Na+:16].[O-:17][C:18](=[O:19])[O-:20]>>[C:1]([CH3:2])(=[O:3])[NH:4][c:5]1[cH:6][cH:7][c:8]([S:11](=[O:12])(=[O:13])[NH:21][CH2:22][CH:23]2[N:24]([CH2:28][CH3:29])[CH2:25][CH2:26][CH2:27]2)[cH:9][cH:10]1.